From a dataset of the Open Reaction Database (ORD), a public repository of structured organic reaction records. describe an organic reaction: reactants, conditions, products, and yield Yields the product BrCC=1SC=CC1N1C(N(N=C1OC)C)=O (4-[2-(bromomethyl)-3-thienyl]-2,4-dihydro-5-methoxy-2-methyl-3H-1,2,4-triazol-3-one). RXN SMILES: O[CH2:2][C:3]1[S:4][CH:5]=[CH:6][C:7]=1[N:8]1[C:12]([O:13][CH3:14])=[N:11][N:10]([CH3:15])[C:9]1=[O:16].C1(P(C2C=CC=CC=2)C2C=CC=CC=2)C=CC=CC=1.C(Br)(Br)(Br)[Br:37]>C(Cl)Cl>[Br:37][CH2:2][C:3]1[S:4][CH:5]=[CH:6][C:7]=1[N:8]1[C:12]([O:13][CH3:14])=[N:11][N:10]([CH3:15])[C:9]1=[O:16]. Reaction conditions: time 1 hour. Reported procedure: To a suspension of the title compound of Step E (2.6 g) in methylene chloride (20 mL) under N2 at room temperature was added sequentially triphenylphosphine (3.44 g) and carbon tetrabromide (5.58 g). The resulting orange solution was allowed to stir for 1 h at room temperature and was then concentrated under reduced pressure to give an orange oil. The residue was purified by flash chromatography (1:1 ethyl acetate:hexane as eluent) to afford 2.3 g of the title compound of Step F, a compound of t... Isolated yield 70.2%. Reactants: C1(=CC=CC=C1)P(C1=CC=CC=C1)C1=CC=CC=C1 (triphenylphosphine), C(Br)(Br)(Br)Br (carbon tetrabromide), OCC=1SC=CC1N1C(N(N=C1OC)C)=O (2,4-dihydro-4-[2-(hydroxymethyl)-3-thienyl]-5-methoxy-2-methyl-3H-1,2,4-triazol-3-one). The solvent is C(Cl)Cl (methylene chloride). Reactants: C12(CC3CC(CC(C1)C3)C2)COC(=O)N[C@H](C(=O)OC(C)(C)C)CC2=CC=C(C=C2)OCCCC(=O)OCC (tert-butyl (2S)-2-(1-adamantylmethyloxycarbonylamino)-3-(4-(3-ethoxycarbonylpropyloxy)phenyl)propionate), Cl.NC=1NCCN1 (2-amino-4,5-dihydroimidazole hydrochloride), CC(C)([O-])C.[K+] (potassium tert-butoxide). Run in CN(C)C=O (DMF). Conditions: time 8 hour. Product: C12(CC3CC(CC(C1)C3)C2)COC(=O)N[C@H](C(=O)OC(C)(C)C)CC2=CC=C(C=C2)OCCCC(NC=2NCCN2)=O (tert-Butyl (2S)-2-(1-adamantylmethyloxycarbonylamino)-3-(4-(3-(4,5-dihydroimidazol-2-ylcarbamoyl)propyloxy)phenyl)propionate). Yield: 40.0%. Reaction SMILES: [C:1]12([CH2:11][O:12][C:13]([NH:15][C@@H:16]([CH2:24][C:25]3[CH:30]=[CH:29][C:28]([O:31][CH2:32][CH2:33][CH2:34][C:35]([O:37]CC)=O)=[CH:27][CH:26]=3)[C:17]([O:19][C:20]([CH3:23])([CH3:22])[CH3:21])=[O:18])=[O:14])[CH2:10][CH:5]3[CH2:6][CH:7]([CH2:9][CH:3]([CH2:4]3)[CH2:2]1)[CH2:8]2.Cl.[NH2:41][C:42]1[NH:43][CH2:44][CH2:45][N:46]=1.CC(C)([O-])C.[K+]>CN(C=O)C>[C:1]12([CH2:11][O:12][C:13]([NH:15][C@@H:16]([CH2:24][C:25]3[CH:26]=[CH:27][C:28]([O:31][CH2:32][CH2:33][CH2:34][C:35](=[O:37])[NH:41][C:42]4[NH:46][CH2:45][CH2:44][N:43]=4)=[CH:29][CH:30]=3)[C:17]([O:19][C:20]([CH3:22])([CH3:21])[CH3:23])=[O:18])=[O:14])[CH2:8][CH:7]3[CH2:9][CH:3]([CH2:4][CH:5]([CH2:6]3)[CH2:10]1)[CH2:2]2 |f:1.2,3.4|. Reported procedure: 436 mg (0.8 mmol) of tert-butyl (2S)-2-(1-adamantylmethyloxycarbonylamino)-3-(4-(3-ethoxycarbonylpropyloxy)phenyl)propionate were added to a solution of 388 mg (3.2 mmol) of 2-amino-4,5-dihydroimidazole hydrochloride and 359 mg (3.2 mmol) of potassium tert-butoxide in 10 ml of DMF. The mixture was stirred overnight. After the reaction had ended, it was worked up analogously to Example 4c and chromatographed on silica gel using the same eluent mixture. 188 mg (0.32 mmol) of (5.1) were obtained. The reactants are CC(C)(C)N, C1=CCC=C1, C1CCOC1, C[Si](C)(Cl)C1=CC=CC1. RXN SMILES: [C:1]([CH3:2])([CH3:3])([CH3:4])[NH2:5].[CH2:15]1[CH:16]=[CH:17][CH:18]=[CH:19]1.[CH2:20]1[O:21][CH2:22][CH2:23][CH2:24]1.[Cl:6][Si:7]([CH3:8])([CH3:9])[C:10]1=[CH:11][CH:12]=[CH:13][CH2:14]1>>[C:1]([CH3:2])([CH3:3])([CH3:4])[NH:5][Si:7]([CH3:8])([CH3:9])[C:10]1=[CH:11][CH:12]=[CH:13][CH2:14]1. The product is CC(C)(C)N[Si](C)(C)C1=CC=CC1. Reactants: COCOc1cc(C2=C(C(=O)OC)CCC2)c(OCOC)c(C(C)(C)O[SiH2]C(C)(C)C)c1, CCO. The product is COCOc1cc(C2CCCC2C(=O)OC)c(OCOC)c(C(C)(C)O[SiH2]C(C)(C)C)c1. RXN SMILES: [CH3:1][O:2][C:3](=[O:4])[C:5]1=[C:6]([c:10]2[c:11]([O:29][CH2:30][O:31][CH3:32])[c:12]([C:20]([O:21][SiH2:22][C:23]([CH3:24])([CH3:25])[CH3:26])([CH3:27])[CH3:28])[cH:13][c:14]([O:16][CH2:17][O:18][CH3:19])[cH:15]2)[CH2:7][CH2:8][CH2:9]1.[CH3:33][CH2:34][OH:35]>>[CH3:1][O:2][C:3](=[O:4])[CH:5]1[CH:6]([c:10]2[c:11]([O:29][CH2:30][O:31][CH3:32])[c:12]([C:20]([O:21][SiH2:22][C:23]([CH3:24])([CH3:25])[CH3:26])([CH3:27])[CH3:28])[cH:13][c:14]([O:16][CH2:17][O:18][CH3:19])[cH:15]2)[CH2:7][CH2:8][CH2:9]1. Reactants: ClC1=CC=C(C=C1)C1=NC=C(C(=N1)C1C(CCC1=O)=O)C (2-[2-(4-Chloro-phenyl)-5-methyl-pyrimidin-4-yl]-cyclopentane-1,3-dione), C([O-])([O-])=O.[K+].[K+] (potassium carbonate), S(=O)(=O)(OC)OC (dimethyl sulphate). The solvent is CC(=O)C (acetone), C(C)(=O)OCC (ethyl acetate). Run at time 5 minute. Yields the product ClC1=CC=C(C=C1)C1=NC=C(C(=N1)C=1C(CCC1OC)=O)C (2-[2-(4-Chloro-phenyl)-5-methyl-pyrimidin-4-yl]-3-methoxy-cyclopent-2-enone). The yield is 77.3%. As a reaction SMILES: [Cl:1][C:2]1[CH:7]=[CH:6][C:5]([C:8]2[N:13]=[C:12]([CH:14]3[C:18](=[O:19])[CH2:17][CH2:16][C:15]3=[O:20])[C:11]([CH3:21])=[CH:10][N:9]=2)=[CH:4][CH:3]=1.[C:22](=O)([O-])[O-].[K+].[K+].S(OC)(OC)(=O)=O>CC(C)=O.C(OCC)(=O)C>[Cl:1][C:2]1[CH:7]=[CH:6][C:5]([C:8]2[N:13]=[C:12]([C:14]3[C:18](=[O:19])[CH2:17][CH2:16][C:15]=3[O:20][CH3:22])[C:11]([CH3:21])=[CH:10][N:9]=2)=[CH:4][CH:3]=1 |f:1.2.3|. Reported procedure: 2-[2-(4-Chloro-phenyl)-5-methyl-pyrimidin-4-yl]-cyclopentane-1,3-dione (650 mg, 2.16 mmol) was slurried in acetone (20 ml) and potassium carbonate (300 mg, 2.16 mmol) was added. After stirring at room temperature for 5 minutes, dimethyl sulphate (0.20 ml, 2.16 ml) was added in one portion and the reaction was heated to reflux. After 3 hours at reflux the reaction was complete and subsequently cooled to room temperature, before stripping to dryness. The resulting orange solid was re-solubilised i... Reactants: C(C)OC=1C(C(C1OCC)=O)=O (3,4-diethoxy-3-cyclobutene-1,2-dione), N[C@H](C)C(C)(C)C ((R)-2-amino-3,3-dimethylbutane), solution, N[C@H](C)C(C)(C)C ((R)-2-amino-3,3-dimethylbutane), solution. The solvent is C(C)O (ethanol), C(C)O (ethanol). Conditions: time 24 hour. Yields the product C(C)OC=1C(C(C1N[C@@H](C(C)(C)C)C)=O)=O ((R)-3-ethoxy-4-(1,2,2-trimethyl-propylamino)-cyclobut-3-ene-1,2-dione). Yield: 74.0%. As a reaction SMILES: C(O[C:4]1[C:5](=[O:12])[C:6](=[O:11])[C:7]=1[O:8][CH2:9][CH3:10])C.[NH2:13][C@@H:14]([C:16]([CH3:19])([CH3:18])[CH3:17])[CH3:15]>C(O)C>[CH2:9]([O:8][C:7]1[C:6](=[O:11])[C:5](=[O:12])[C:4]=1[NH:13][C@H:14]([CH3:15])[C:16]([CH3:19])([CH3:18])[CH3:17])[CH3:10]. Reported procedure: A solution of 3,4-diethoxy-3-cyclobutene-1,2-dione (10 g, 59 mmol) and (R)-2-amino-3,3-dimethylbutane (353 mL of a 0.2M solution in absolute ethanol, 71 mmol) was stirred at room temperature for 24 hours. Another portion of (R)-2-amino-3,3-dimethylbutane (150 mL of a 0.2M solution in absolute ethanol, 30 mmol) was added and the resulting solution was stirred at room temperature for 24 hours. The slurry was filtered, and the filtrate concentrated under reduced pressure. The resulting solid was tr... Run in CN(C=O)C (dimethylformamide). Reaction SMILES: [CH2:1]([NH:3][CH2:4][CH3:5])[CH3:2].[NH:6]1[C:14]2[C:9](=[CH:10][C:11]([NH:15][CH:16]3[CH2:21][CH2:20][CH2:19][N:18]([CH:22]([C:26]4[CH:31]=[CH:30][CH:29]=[CH:28][CH:27]=4)[C:23]([OH:25])=O)[CH2:17]3)=[CH:12][CH:13]=2)[CH:8]=[N:7]1.Cl.C(N=C=NCCCN(C)C)C.ON1C2C=CC=CC=2N=N1.CN(C1C=CC=CN=1)C.C(=O)([O-])O.[Na+]>CN(C)C=O>[CH2:1]([N:3]([CH2:4][CH3:5])[C:23](=[O:25])[CH:22]([N:18]1[CH2:19][CH2:20][CH2:21][CH:16]([NH:15][C:11]2[CH:10]=[C:9]3[C:14](=[CH:13][CH:12]=2)[NH:6][N:7]=[CH:8]3)[CH2:17]1)[C:26]1[CH:27]=[CH:28][CH:29]=[CH:30][CH:31]=1)[CH3:2] |f:2.3,6.7|. Starting materials: C(C)NCC (Diethylamine), N1N=CC2=CC(=CC=C12)NC1CN(CCC1)C(C(=O)O)C1=CC=CC=C1 (2-[3-(1H-5-Indazolylamino)piperidino]-2-phenylacetic acid), Cl.C(C)N=C=NCCCN(C)C (1-ethyl-3-(3-dimethylaminopropyl)carbodiimide hydrochloride), ON1N=NC2=C1C=CC=C2 (1-hydroxybenzotriazole), CN(C)C1=NC=CC=C1 (dimethylaminopyridine), C(O)([O-])=O.[Na+] (sodium hydrogencarbonate). The product is C(C)N(C(C(C1=CC=CC=C1)N1CC(CCC1)NC=1C=C2C=NNC2=CC1)=O)CC (N1,N1-Diethyl-2-[3-(1H-5-indazolylamino)piperidino]-2-phenylacetamide). Run at time 18 hour. Reported procedure: Diethylamine (35 mg) and the compound prepared in Example 222 (88 mg) were dissolved in dimethylformamide (1 ml), and 1-ethyl-3-(3-dimethylaminopropyl)carbodiimide hydrochloride (86 mg), 1-hydroxybenzotriazole (77 mg), and dimethylaminopyridine (5 mg) were added to the solution. The reaction mixture was stirred at room temperature for 18 hr. A saturated aqueous sodium hydrogencarbonate solution (1 ml) was then added thereto, and the mixture was extracted with chloroform-propanol (3/1). The organ... The yield is 57.0%. The reactants are COC1=CC=C2C=C(CCC2=C1)C1=C(C=CC=C1)[N+](=O)[O-] (7-methoxy-3-(2-nitrophenyl)-1,2-dihydronaphthalene), Cl (hydrochloric acid). The reagents and catalysts are [Pd] (palladium). Run in CO (methanol), O1CCCC1 (tetrahydrofuran). Conditions: time 25 hour. The product is COC=1C=C2CCC(CC2=CC1)C1=C(C=CC=C1)N (2-(6-Methoxy-1,2,3,4-tetrahydronaphthalen-2-yl)phenylamine). Yield: 70.3%. As a reaction SMILES: [CH3:1][O:2][C:3]1[CH:12]=[C:11]2[C:6]([CH:7]=[C:8]([C:13]3[CH:18]=[CH:17][CH:16]=[CH:15][C:14]=3[N+:19]([O-])=O)[CH2:9][CH2:10]2)=[CH:5][CH:4]=1.Cl>O1CCCC1.CO.[Pd]>[CH3:1][O:2][C:3]1[CH:12]=[C:11]2[C:6](=[CH:5][CH:4]=1)[CH2:7][CH:8]([C:13]1[CH:18]=[CH:17][CH:16]=[CH:15][C:14]=1[NH2:19])[CH2:9][CH2:10]2. Reported procedure: To a solution of 7-methoxy-3-(2-nitrophenyl)-1,2-dihydronaphthalene (1.5 g) in tetrahydrofuran (10 ml) and methanol (10 ml) were sequentially added 10% palladium-activated charcoal (300 mg) and concentrated hydrochloric acid (0.8 ml), and the solution was stirred for 25 hours at room temperature under a hydrogen atmosphere at 4 atmospheric pressures. After filtration through celite pad, the solution was neutralized with ammonia solution, extracted with ethyl acetate, then sequentially washed wit...